This data is from the Open Reaction Database (ORD), a public repository of structured organic reaction records. The task is: describe an organic reaction: reactants, conditions, products, and yield The reactants are N1=C(C=CC=C1)C(=O)C=1C=C(C(N(C1)C1=CC=CC=C1)=O)Br (5-(2-pyridinecarbonyl)-1-phenyl-3-bromo-1,2-dihydropyridin-2-one), C1(=CC=CC=C1)B(O)O (phenylboronic acid), C([O-])([O-])=O.[Cs+].[Cs+] (cesium carbonate), tetrakistriphenylphosphine palladium, CN(C=O)C (dimethylformamide). Solvent: C(C)(=O)OCC (ethyl acetate). Yields the product N1=C(C=CC=C1)C(=O)C=1C=C(C(N(C1)C1=CC=CC=C1)=O)C1=CC=CC=C1 (5-(2-Pyridinecarbonyl)-1-phenyl-3-phenyl-1,2-dihydropyridin-2-one). Yield: 60.5%. As a reaction SMILES: [N:1]1[CH:6]=[CH:5][CH:4]=[CH:3][C:2]=1[C:7]([C:9]1[CH:10]=[C:11](Br)[C:12](=[O:21])[N:13]([C:15]2[CH:20]=[CH:19][CH:18]=[CH:17][CH:16]=2)[CH:14]=1)=[O:8].[C:23]1(B(O)O)[CH:28]=[CH:27][CH:26]=[CH:25][CH:24]=1.C(=O)([O-])[O-].[Cs+].[Cs+].CN(C)C=O>C(OCC)(=O)C>[N:1]1[CH:6]=[CH:5][CH:4]=[CH:3][C:2]=1[C:7]([C:9]1[CH:10]=[C:11]([C:23]2[CH:28]=[CH:27][CH:26]=[CH:25][CH:24]=2)[C:12](=[O:21])[N:13]([C:15]2[CH:20]=[CH:19][CH:18]=[CH:17][CH:16]=2)[CH:14]=1)=[O:8] |f:2.3.4|. Reported procedure: A mixed liquid of 10 mg of 5-(2-pyridinecarbonyl)-1-phenyl-3-bromo-1,2-dihydropyridin-2-one, 10 mg of phenylboronic acid, 40 mg of cesium carbonate, 6 mg of tetrakistriphenylphosphine palladium and 1 ml of dimethylformamide was stirred at 130° C. for 2 hours in nitrogen atmosphere. After cooling to room temperature, ethyl acetate was added thereto. The extract was washed with water and brine, and dried over magnesium sulfate. The solvent was evaporated, and the residue was purified by silica gel... Starting materials: S1CCC2=C1C=CC=N2 (Dihydrothienopyridine). The reagents and catalysts are [Pd] (palladium on carbon). Product: S1C=CC2=C1C=CC=N2 (Thienopyridine). Reaction SMILES: [S:1]1[C:5]2[CH:6]=[CH:7][CH:8]=[N:9][C:4]=2[CH2:3][CH2:2]1>[Pd]>[S:1]1[C:5]2[CH:6]=[CH:7][CH:8]=[N:9][C:4]=2[CH:3]=[CH:2]1. Reported procedure: The dihydrothienopyridine (5; 3.0 g) and a catalytic amount of palladium on carbon (5% by weight, 0.15 g) were combined neat in a flask with a magnetic stir bar. A sand bath was equilibrated to 220°-250° C. and the reaction, stirring under a nitrogen atmosphere, was set in the sand bath until TLC examination indicated consumption of starting material (typically 20-40 min). The crude reaction mixture was allowed to cool to room temperature and was purified by flash chromatography in 5% ethanol/ch... Reactants: N[C@@H](CC(OC(C)(C)C)=O)C(=O)O (Asp(OtBu)-OH), C1(=CC=CC=C1)CS(=O)(=O)Cl (phenylmethylsulfonylchloride), Cl.NC1=NC=CC2=CC(=CC=C12)CC(C(N1CCCCC1)=O)NC(CNS(=O)(=O)C=1C(=C(C2=C(CCC(O2)(C)C)C1C)C)C)=O (N-[1-[(1-Amino-6-isoquinolinyl)methyl]-2-oxo-2-(1-piperidinyl)ethyl]-2-[[(3,4-dihydro-2,2,5,7,8-pentamethyl-2H-1-benzopyran-6-yl)sulfonyl]amino]acetamide hydrochloride), NC1=NC=CC2=CC(=CC=C12)CC(C(N1CCCCC1)=O)NC(OC(C)(C)C)=O (1,1-Dimethylethyl 1-[(1-amino-6-isoquinolinyl)methyl]-2-oxo-2-(1-piperidinyl)ethyl-carbamate), CC(C)(C)OC(C[C@@H](C(=O)O)NS(=O)(=O)CC1=CC=CC=C1)=O ((2S)-[[(phenylmethyl)sulfonyl]amino]butanedioic acid 4-(1,1-dimethylethyl)ester), 5b. The product is Cl.CC(C)(C)OC(C[C@@H](C(=O)NC(C(N1CCCCC1)=O)CC=1C=C2C=CN=C(C2=CC1)N)NS(=O)(=O)CC1=CC=CC=C1)=O ((3S)-4-[[1-[(1-amino-6-isoquinolinyl)methyl]-2-oxo-2-(1-piperidinyl)ethyl]amino]-3-[[(phenylmethyl)sulfonyl]amino]-4-oxo-butanoic acid 1,1-dimethylethylester hydrochloride). RXN SMILES: Cl.NC1C2C(=CC(CC(NC(=O)CNS(C3C(C)=C(C)C4OC(C)(C)CCC=4C=3C)(=O)=O)C(=O)N3CCCCC3)=CC=2)C=CN=1.[NH2:46][C:47]1[C:56]2[C:51](=[CH:52][C:53]([CH2:57][CH:58]([NH:67]C(=O)OC(C)(C)C)[C:59](=[O:66])[N:60]3[CH2:65][CH2:64][CH2:63][CH2:62][CH2:61]3)=[CH:54][CH:55]=2)[CH:50]=[CH:49][N:48]=1.[CH3:75][C:76]([O:79][C:80](=[O:97])[CH2:81][C@H:82]([NH:86][S:87]([CH2:90][C:91]1[CH:96]=[CH:95][CH:94]=[CH:93][CH:92]=1)(=[O:89])=[O:88])[C:83](O)=[O:84])([CH3:78])[CH3:77].N[C@H](C(O)=O)CC(=O)OC(C)(C)C.C1(CS([Cl:121])(=O)=O)C=CC=CC=1>>[ClH:121].[CH3:78][C:76]([O:79][C:80](=[O:97])[CH2:81][C@H:82]([NH:86][S:87]([CH2:90][C:91]1[CH:96]=[CH:95][CH:94]=[CH:93][CH:92]=1)(=[O:89])=[O:88])[C:83]([NH:67][CH:58]([CH2:57][C:53]1[CH:52]=[C:51]2[C:56](=[CH:55][CH:54]=1)[C:47]([NH2:46])=[N:48][CH:49]=[CH:50]2)[C:59](=[O:66])[N:60]1[CH2:61][CH2:62][CH2:63][CH2:64][CH2:65]1)=[O:84])([CH3:75])[CH3:77] |f:0.1,6.7|. Reported procedure: The procedure described for 5c was used. Deprotection of 100 mg of 5a and coupling with 95 mg of (2S)-[[(phenylmethyl)sulfonyl]amino]butanedioic acid 4-(1,1-dimethylethyl)ester (prepared from Asp(OtBu)-OH and phenylmethylsulfonylchloride using the procedure described for 5b) yielded the title compound (133 mg) as a mixture of diastereomers (1:1). 1H-NMR 400 MHz (CD3OD) δ: 0.83-1.69 (6H, m), 1.41 and 1.42 (9H, 2× s), 2.42-2.63 (2H, m), 3.09-3.61 (6H, m), 4.01-4.38 (3H, m), 5.22-5.31 (1H, m), 7.13... The reactants are ClC1=NC(=NC(=N1)Cl)C1=CC=CC=C1 (2,4-dichloro-6-phenyl-s-triazine), [Cl-].[Al+3].[Cl-].[Cl-] (aluminum chloride), ligroin, Cl (hydrochloric acid), C(CCCCC)C1=C(C=C(O)C=C1)O (4-hexylresorcinol), Cl (hydrogen chloride). Product: OC1=C(C=C(C(=C1)O)CCCCCC)C1=NC(=NC(=N1)C1=C(C=C(C(=C1)CCCCCC)O)O)C1=CC=CC=C1 (2,4-Bis(2,4-dihydroxy-5-hexylphenyl)-6-phenyl-s-triazine), product. Run in O (water), CO (methanol), O (water), S1(=O)(=O)CCCC1 (sulfolane), S1(=O)(=O)CCCC1 (sulfolane). RXN SMILES: Cl[C:2]1[N:7]=[C:6](Cl)[N:5]=[C:4]([C:9]2[CH:14]=[CH:13][CH:12]=[CH:11][CH:10]=2)[N:3]=1.[Cl-].[Al+3].[Cl-].[Cl-].[CH2:19]([C:25]1[CH:31]=[CH:30][C:28]([OH:29])=[CH:27][C:26]=1[OH:32])[CH2:20][CH2:21][CH2:22][CH2:23][CH3:24].Cl>S1(CCCC1)(=O)=O.CO.O>[OH:29][C:28]1[CH:27]=[C:26]([OH:32])[C:25]([CH2:19][CH2:20][CH2:21][CH2:22][CH2:23][CH3:24])=[CH:31][C:30]=1[C:2]1[N:7]=[C:6]([C:30]2[CH:31]=[C:25]([CH2:19][CH2:20][CH2:21][CH2:22][CH2:23][CH3:24])[C:26]([OH:32])=[CH:27][C:28]=2[OH:29])[N:5]=[C:4]([C:9]2[CH:14]=[CH:13][CH:12]=[CH:11][CH:10]=2)[N:3]=1 |f:1.2.3.4|. Reported procedure: To a 750 mL sulfonation flask equipped with a mechanical stirrer, condenser, dropping funnel and a nitrogen atmosphere are charged 34.0 g (150 mmol) of 2,4-dichloro-6-phenyl-s-triazine, 44.0 g (330 mmol) of aluminum chloride and 100 mL of ligroin (boiling range 110°-140° C.). To that suspension, 60 mL of sulfolane are added dropwise with stirring over a 15 minute period with the temperature rising to 50° C. A solution of 62.1 g (320 mmol) of 4-hexylresorcinol in 60 mL of sulfolane is then added ... Reaction conditions: temperature 80 celsius, time 15 minute. As a reaction SMILES: [O:1]([C:8]1[N:13]=[C:12]([C@@H:14]([O:19][C:20]([C@H:22]2[C@@H:24]([CH:25]=[C:26]([Cl:31])[C:27]([F:30])([F:29])[F:28])[C:23]2([CH3:33])[CH3:32])=[O:21])[C:15]([F:18])([F:17])[F:16])[CH:11]=[CH:10][CH:9]=1)[C:2]1[CH:7]=[CH:6][CH:5]=[CH:4][CH:3]=1.O(C1N=C([C@H](OC([C@@H]2[C@H](C=C(Cl)C(F)(F)F)C2(C)C)=O)C(F)(F)F)C=CC=1)C1C=CC=CC=1>>[O:1]([C:8]1[N:13]=[C:12]([CH:14]([O:19][C:20]([C@H:22]2[C@@H:24]([CH:25]=[C:26]([Cl:31])[C:27]([F:28])([F:29])[F:30])[C:23]2([CH3:33])[CH3:32])=[O:21])[C:15]([F:16])([F:17])[F:18])[CH:11]=[CH:10][CH:9]=1)[C:2]1[CH:3]=[CH:4][CH:5]=[CH:6][CH:7]=1. Reported procedure: [1-(6-Phenoxy-2-pyridinyl)-(R)-2,2,2-trifluoroethyl]-(1S)-cis-3-(2-chloro-3,3,3-trifluoro-1-propenyl)-2,2-dimethylcyclopropanecarboxylate plus [1-[6-phenoxy-2-pyridinyl]-(S)-2,2,2-trifluoroethyl]-(1R)-cis-3-(2-chloro-3,3,3-trifluoro-1-propenyl)-2,2-dimethylcyclopropanecarboxylate; Product: O(C1=CC=CC=C1)C1=CC=CC(=N1)C(C(F)(F)F)OC(=O)[C@@H]1C([C@@H]1C=C(C(F)(F)F)Cl)(C)C ([1-(6-Phenoxy-2-pyridinyl)-2,2,2-trifluoroethyl]cis-3-(2-chloro-3,3,3-trifluoro-1-propenyl)-2,2-dimethylcyclopropanecarboxylate). The reactants are O(C1=CC=CC=C1)C1=CC=CC(=N1)[C@H](C(F)(F)F)OC(=O)[C@@H]1C([C@@H]1C=C(C(F)(F)F)Cl)(C)C ([1-(6-Phenoxy-2-pyridinyl)-(R)-2,2,2-trifluoroethyl]-(1S)-cis-3-(2-chloro-3,3,3-trifluoro-1-propenyl)-2,2-dimethylcyclopropanecarboxylate), O(C1=CC=CC=C1)C1=CC=CC(=N1)[C@@H](C(F)(F)F)OC(=O)[C@H]1C([C@H]1C=C(C(F)(F)F)Cl)(C)C ([1-[6-phenoxy-2-pyridinyl]-(S)-2,2,2-trifluoroethyl]-(1R)-cis-3-(2-chloro-3,3,3-trifluoro-1-propenyl)-2,2-dimethylcyclopropanecarboxylate). Reactants: NC1=NC(=CC2=CC(=CC=C12)OS(=O)(=O)C(F)(F)F)C (trifluoro-methanesulfonic acid 1-amino-3-methylisoquinolin-6-yl ester), C1(=CC=CC=C1)P(C1=CC=CC=C1)C1=CC=CC=C1 (triphenylphosphine), CN1C(CCC1)=O (N-methyl-pyrrolidone), C(C)(=O)OCC (ethyl acetate). Reagents/catalysts: C(C)(=O)[O-].[Pd+2].C(C)(=O)[O-] (Palladium acetate), [C-]#N.[Zn+2].[C-]#N (zinc cyanide). Run at time 2 hour. The product is NC1=NC(=CC2=CC(=CC=C12)C#N)C (1-Amino-6-cyano-3-methylisoquinoline). Reaction SMILES: [NH2:1][C:2]1[C:11]2[C:6](=[CH:7][C:8](OS(C(F)(F)F)(=O)=O)=[CH:9][CH:10]=2)[CH:5]=[C:4]([CH3:20])[N:3]=1.C1(P(C2C=CC=CC=2)C2C=CC=CC=2)C=CC=CC=1.C(OCC)(=O)C.[CH3:46][N:47]1CCCC1=O>C([O-])(=O)C.[Pd+2].C([O-])(=O)C.[C-]#N.[Zn+2].[C-]#N>[NH2:1][C:2]1[C:11]2[C:6](=[CH:7][C:8]([C:46]#[N:47])=[CH:9][CH:10]=2)[CH:5]=[C:4]([CH3:20])[N:3]=1 |f:4.5.6,7.8.9|. Procedure: Palladium acetate (0.28 g) was added to a heated mixture of trifluoro-methanesulfonic acid 1-amino-3-methylisoquinolin-6-yl ester (1.9 g), zinc cyanide (0.74 g) and triphenylphosphine (0.33 g) in 24 mL of N-methyl-pyrrolidone at 190° C. (exothermic!). Stirring was continued at 190° C. for 2 h After cooling to room temperature, ethyl acetate was added and the organic mixture washed with 2N aqueous ammonia, water and brine and dried (magnesium sulfate). Filtration and concentration afforded a brow... Reactants: [Si](C)(C)(C)Br (TMS bromide), C(C=C)(=O)OCCCCCCCCCCCP(=O)(OCC)OCC (11-(diethoxyphosphoryl)undecyl acrylate), Cl (HCl). The solvent is C(Cl)Cl (DCM). Reaction conditions: time 2 hour. The product is C(C=C)(=O)OCCCCCCCCCCCP(O)(O)=O (11-(acryloyloxy)undecylphosphonic acid). Isolated yield 40.2%. As a reaction SMILES: [C:1]([O:5][CH2:6][CH2:7][CH2:8][CH2:9][CH2:10][CH2:11][CH2:12][CH2:13][CH2:14][CH2:15][CH2:16][P:17]([O:22]CC)([O:19]CC)=[O:18])(=[O:4])[CH:2]=[CH2:3].[Si](Br)(C)(C)C.Cl>C(Cl)Cl>[C:1]([O:5][CH2:6][CH2:7][CH2:8][CH2:9][CH2:10][CH2:11][CH2:12][CH2:13][CH2:14][CH2:15][CH2:16][P:17](=[O:18])([OH:22])[OH:19])(=[O:4])[CH:2]=[CH2:3]. Reported procedure: 11-(diethoxyphosphoryl)undecyl acrylate (420 mg, 1.16 mmol) was dissolved in ˜5 mL dry DCM. TMS bromide (0.33 mL, 2.55 mmol) was added via syringe and the rbf was greased and capped and allowed to stir for 2 hours. The solvent was concentrated by rotary evaporation and the product mixture redissolved in ˜3 mL methanol and ˜5 mL water and stirred for 2.5 hours during which a white precipitate formed. 1 M HCl was added and the product was extracted into dichloromethane, dried over magnesium sulfat...